Dataset: the Open Reaction Database (ORD), a public repository of structured organic reaction records. Task: describe an organic reaction: reactants, conditions, products, and yield Starting materials: CCNCC, ClCCl, CN(C)C=O, Cc1occc1C(=O)O, O=C(Cl)C(=O)Cl. Product: CCN(CC)C(=O)c1ccoc1C. Reaction SMILES: [CH2:21]([CH3:22])[NH:23][CH2:24][CH3:25].[CH2:26]([Cl:27])[Cl:28].[CH3:10][N:11]([CH3:12])[CH:13]=[O:14].[CH3:1][c:2]1[o:3][cH:4][cH:5][c:6]1[C:7](=[O:8])[OH:9].[Cl:15][C:16]([C:17]([Cl:18])=[O:19])=[O:20]>>[CH3:1][c:2]1[o:3][cH:4][cH:5][c:6]1[C:7](=[O:9])[N:23]([CH2:21][CH3:22])[CH2:24][CH3:25]. The reactants are [Mn](=O)(=O)(=O)[O-].[K+] (potassium permanganate), O (water), OO (hydrogen peroxide), ClC=1C=C(C=CC1SC)C(C(=O)NC1=NC=CN=C1)C[C@@H]1OCCC1 (2-(3-chloro-4-methylsulfanyl-phenyl)-N-pyrazin-2-yl-3-(tetrahydro-furan-2(R)-yl)-propionamide), C(=O)O (formic acid). Solvent: CO (methanol). Conditions: temperature 0 celsius, time 30 minute. Product: hexanes ethyl acetate, ClC=1C=C(C=CC1S(=O)(=O)C)C(C(=O)NC1=NC=CN=C1)C[C@@H]1OCCC1 (2-(3-chloro-4-methanesulfonyl-phenyl)-N-pyrazin-2-yl-3-(tetrahydro-furan-2(R)-yl)-propionamide). Isolated yield 67.1%. Reaction SMILES: [Cl:1][C:2]1[CH:3]=[C:4]([CH:10]([CH2:20][C@H:21]2[CH2:25][CH2:24][CH2:23][O:22]2)[C:11]([NH:13][C:14]2[CH:19]=[N:18][CH:17]=[CH:16][N:15]=2)=[O:12])[CH:5]=[CH:6][C:7]=1[S:8][CH3:9].C(O)=[O:27].OO.[Mn]([O-])(=O)(=O)=O.[K+].[OH2:37]>CO>[Cl:1][C:2]1[CH:3]=[C:4]([CH:10]([CH2:20][C@H:21]2[CH2:25][CH2:24][CH2:23][O:22]2)[C:11]([NH:13][C:14]2[CH:19]=[N:18][CH:17]=[CH:16][N:15]=2)=[O:12])[CH:5]=[CH:6][C:7]=1[S:8]([CH3:9])(=[O:27])=[O:37] |f:3.4|. Procedure: A solution of 2-(3-chloro-4-methylsulfanyl-phenyl)-N-pyrazin-2-yl-3-(tetrahydro-furan-2(R)-yl)-propionamide (0.060 g, 0.16 mmol) in formic acid (0.19 mL, 4.8 mmol) was cooled to 0° C. and then treated with a 30% aqueous hydrogen peroxide solution (0.10 mL, 0.8 mmol). The resulting solution was stirred at 0° C. for 30 min and was then quenched with a 10% aqueous sodium bisulfite solution. The reaction mixture was diluted with water (5 mL) and extracted with ethyl acetate (2×5 mL). The combined or... The reactants are CC(C)Cc1ccc(C(C)C(=O)O)cc1, CCOCC, ClP(Cl)(Cl)(Cl)Cl. Yields the product CC(C)Cc1ccc(C(C)C(=O)Cl)cc1. As a reaction SMILES: [CH2:1]([CH:2]([CH3:3])[CH3:4])[c:5]1[cH:6][cH:7][c:8]([CH:11]([C:12](=[O:13])[OH:14])[CH3:15])[cH:9][cH:10]1.[CH3:22][CH2:23][O:24][CH2:25][CH3:26].[Cl:16][P:17]([Cl:18])([Cl:19])([Cl:20])[Cl:21]>>[CH2:1]([CH:2]([CH3:3])[CH3:4])[c:5]1[cH:6][cH:7][c:8]([CH:11]([C:12](=[O:13])[Cl:16])[CH3:15])[cH:9][cH:10]1. The reactants are Cc1ccccc1, COC(=O)C1CCCCC1N, [NH4+], [OH-]. Yields the product NC(=O)C1CCCCC1N. RXN SMILES: [CH3:14][c:15]1[cH:16][cH:17][cH:18][cH:19][cH:20]1.[CH3:1][O:2][C:3](=[O:4])[CH:5]1[CH:6]([NH2:11])[CH2:7][CH2:8][CH2:9][CH2:10]1.[NH4+:12].[OH-:13]>>[O:2]=[C:3]([CH:5]1[CH:6]([NH2:11])[CH2:7][CH2:8][CH2:9][CH2:10]1)[NH2:12]. Starting materials: OC1=C(C2=C(C(C(=CO2)C2=CC=C(C=C2)OC)=O)C=C1)C (7-hydroxy-8-methyl-3-(4-methoxyphenyl)-4H-1-benzopyran-4-one). Solvent: O (water). Product: OC1=C(C2=C(CC(CO2)C2=CC=C(C=C2)OC)C=C1)C (3,4-Dihydro-7-hydroxy-8-methyl-3-(4-methoxyphenyl)-2H-1-benzopyran). RXN SMILES: [OH:1][C:2]1[CH:20]=[CH:19][C:5]2[C:6](=O)[C:7]([C:10]3[CH:15]=[CH:14][C:13]([O:16][CH3:17])=[CH:12][CH:11]=3)=[CH:8][O:9][C:4]=2[C:3]=1[CH3:21]>O>[OH:1][C:2]1[CH:20]=[CH:19][C:5]2[CH2:6][CH:7]([C:10]3[CH:15]=[CH:14][C:13]([O:16][CH3:17])=[CH:12][CH:11]=3)[CH2:8][O:9][C:4]=2[C:3]=1[CH3:21]. Procedure details: As example 26, but using 7-hydroxy-8-methyl-3-(4-methoxyphenyl)-4H-1-benzopyran-4-one (28 mg) instead of 7-hydroxy-8-methyl-3-(4-methylphenyl)-4H-1-benzopyran-4-one. A crystalline precipitate is formed when water is added; it is filtrated off and washed with water. 3,4-Dihydro-7-hydroxy-8-methyl-3-(4-methoxyphenyl)-2H-1-benzopyran is obtained; m.p. 140°-141°. Reactants: C([O-])(O)=O.[Na+] (sodium bicarbonate), OC1=C(C(=CC2=CC=CC=C12)C)C#N (1-hydroxy-3-methyl-2-naphthonitrile), BrBr (bromine). Solvent: C(Cl)(Cl)Cl (CHCl3). Conditions: time 8 hour. Yields the product BrC1=C(C(=C(C2=CC=CC=C12)O)C#N)C (4-bromo-1-hydroxy-3-methyl-2-naphthonitrile). Isolated yield 96.7%. RXN SMILES: [OH:1][C:2]1[C:11]2[C:6](=[CH:7][CH:8]=[CH:9][CH:10]=2)[CH:5]=[C:4]([CH3:12])[C:3]=1[C:13]#[N:14].C(=O)(O)[O-].[Na+].[Br:20]Br>C(Cl)(Cl)Cl>[Br:20][C:5]1[C:6]2[C:11](=[CH:10][CH:9]=[CH:8][CH:7]=2)[C:2]([OH:1])=[C:3]([C:13]#[N:14])[C:4]=1[CH3:12] |f:1.2|. Procedure: 1-hydroxy-3-methyl-2-naphthonitrile (1.065 g, 5.8 mmol) was dissolved CHCl3 (24 mL) and combined with sodium bicarbonate (952 mg, 11.3 mmol) and bromine (330 μL, 6.43 mmol) and allowed to stir at room temperature overnight. The reaction was quenched by adding 10 mL of 10% sodium thiosulfate and the mixture stirred until decolorization was maximal. The solids were removed by filtration as crude product (1.47 g, 97% yield.) 1H-NMR: (300 MHz, DMSO-d6): δ 8.334 (d, J=8.0 Hz, 1H); 8.166 (d, J=8.4 Hz,... Reactants: CC(=O)CCCCBr, O=C([O-])[O-], [Cs+], [Cs+], O=[N+]([O-])c1cn[nH]c1, N#N, O. Yields the product CC(=O)CCCCn1cc([N+](=O)[O-])cn1. RXN SMILES: [Br:17][CH2:18][CH2:19][CH2:20][CH2:21][C:22]([CH3:23])=[O:24].[C:11](=[O:12])([O-:13])[O-:14].[Cs+:15].[Cs+:16].[N+:3](=[O:4])([O-:5])[c:6]1[cH:7][n:8][nH:9][cH:10]1.[N:1]#[N:2].[OH2:25]>>[N+:3](=[O:4])([O-:5])[c:6]1[cH:7][n:8][n:9]([CH2:18][CH2:19][CH2:20][CH2:21][C:22]([CH3:23])=[O:24])[cH:10]1.